The task is: describe an organic reaction: reactants, conditions, products, and yield. This data is from the Open Reaction Database (ORD), a public repository of structured organic reaction records. Reactants: O=C([O-])O, CC(=O)O, CCOCC, COC1(C2CCCCC2)CCC2(CC1)OCCO2, [Na+], O. The product is COC1(C2CCCCC2)CCC(=O)CC1. As a reaction SMILES: [C:23](=[O:24])([O-:25])[OH:26].[CH3:19][C:20](=[O:21])[OH:22].[CH3:28][CH2:29][O:30][CH2:31][CH3:32].[CH:1]1([C:7]2([O:17][CH3:18])[CH2:8][CH2:9][C:10]3([O:11][CH2:14][CH2:13][O:12]3)[CH2:15][CH2:16]2)[CH2:2][CH2:3][CH2:4][CH2:5][CH2:6]1.[Na+:27].[OH2:33]>>[CH:1]1([C:7]2([O:17][CH3:18])[CH2:8][CH2:9][C:10](=[O:11])[CH2:15][CH2:16]2)[CH2:2][CH2:3][CH2:4][CH2:5][CH2:6]1. Reported procedure: To a solution of 1-(1,1-dimethylethyl) 2-methyl (2S,5R)-5-[4-{[(2-fluorophenyl)methyl]oxy}-3-(methyloxy)phenyl]-2-methyl-1,2-pyrrolidinedicarboxylate (D59, 160 mg, 0.34 mmol) in MeOH (1 ml) was added a solution of LiOH.H2O (29 mg, 0.68 mmol) in H2O (0.5 ml) and the mixture was heated in a microwave synthesizer for 70 min at 100° C. After evaporation of methanol, the aqueous phase was acidified to pH 3.5/4 with a solution of citric acid and extracted with ethyl acetate. The organic layer was drie... The solvent is CO (MeOH), O (H2O). Yields the product CC(C)(C)OC(=O)N1[C@](C(=O)O)(CC[C@@H]1C1=CC(=C(C=C1)OCC1=C(C=CC=C1)F)OC)C ((5R)-1-{[(1,1-Dimethylethyl)oxy]carbonyl}-5-[4-{[(2-fluorophenyl)methyl]oxy}-3-(methyloxy)phenyl]-2-methyl-L-proline). RXN SMILES: [F:1][C:2]1[CH:7]=[CH:6][CH:5]=[CH:4][C:3]=1[CH2:8][O:9][C:10]1[CH:15]=[CH:14][C:13]([C@@H:16]2[N:20]([C:21]([O:23][C:24]([CH3:27])([CH3:26])[CH3:25])=[O:22])[C@:19]([CH3:32])([C:28]([O:30]C)=[O:29])[CH2:18][CH2:17]2)=[CH:12][C:11]=1[O:33][CH3:34].O[Li].O>CO.O>[CH3:27][C:24]([O:23][C:21]([N:20]1[C@@H:16]([C:13]2[CH:14]=[CH:15][C:10]([O:9][CH2:8][C:3]3[CH:4]=[CH:5][CH:6]=[CH:7][C:2]=3[F:1])=[C:11]([O:33][CH3:34])[CH:12]=2)[CH2:17][CH2:18][C@@:19]1([CH3:32])[C:28]([OH:30])=[O:29])=[O:22])([CH3:25])[CH3:26] |f:1.2|. Yield: 96.0%. The reactants are FC1=C(C=CC=C1)COC1=C(C=C(C=C1)[C@H]1CC[C@](N1C(=O)OC(C)(C)C)(C(=O)OC)C)OC (1-(1,1-Dimethylethyl) 2-methyl (2S,5R)-5-[4-{[(2-fluorophenyl)methyl]oxy}-3-(methyloxy)phenyl]-2-methyl-1,2-pyrrolidinedicarboxylate), O[Li].O (LiOH.H2O). Conditions: temperature 100 celsius. Starting materials: C(CCC)C1=NC2=C(N1CC1=CC=C(C=C1)C=1C(=CC=CC1)C(=O)OC(C)(C)C)C=C(C=C2)C(=O)NCCC2=CC=CC=C2 (tert.butyl 4'-[(2-n-butyl-6-(2-phenylethylamino-carbonyl)-benzimidazol-1-yl)-methyl]biphenyl-2-carboxylate), FC(C(=O)O)(F)F (trifluoroacetic acid). Run in C(Cl)Cl (methylene chloride). The product is C(CCC)C1=NC2=C(N1CC1=CC=C(C=C1)C=1C(=CC=CC1)C(=O)O)C=C(C=C2)C(=O)NCCC2=CC=CC=C2 (4'-[(2-n-butyl-6-(2-phenylethylaminocarbonyl)-benzimidazol-1-yl)-methyl]biphenyl-2-carboxylic acid). As a reaction SMILES: [CH2:1]([C:5]1[N:9]([CH2:10][C:11]2[CH:16]=[CH:15][C:14]([C:17]3[C:18]([C:23]([O:25]C(C)(C)C)=[O:24])=[CH:19][CH:20]=[CH:21][CH:22]=3)=[CH:13][CH:12]=2)[C:8]2[CH:30]=[C:31]([C:34]([NH:36][CH2:37][CH2:38][C:39]3[CH:44]=[CH:43][CH:42]=[CH:41][CH:40]=3)=[O:35])[CH:32]=[CH:33][C:7]=2[N:6]=1)[CH2:2][CH2:3][CH3:4].FC(F)(F)C(O)=O>C(Cl)Cl>[CH2:1]([C:5]1[N:9]([CH2:10][C:11]2[CH:12]=[CH:13][C:14]([C:17]3[C:18]([C:23]([OH:25])=[O:24])=[CH:19][CH:20]=[CH:21][CH:22]=3)=[CH:15][CH:16]=2)[C:8]2[CH:30]=[C:31]([C:34]([NH:36][CH2:37][CH2:38][C:39]3[CH:40]=[CH:41][CH:42]=[CH:43][CH:44]=3)=[O:35])[CH:32]=[CH:33][C:7]=2[N:6]=1)[CH2:2][CH2:3][CH3:4]. Reported procedure: Prepared in analogous manner to Example 9 from tert.butyl 4'-[(2-n-butyl-6-(2-phenylethylamino-carbonyl)-benzimidazol-1-yl)-methyl]biphenyl-2-carboxylate and trifluoroacetic acid in methylene chloride. Starting materials: N1=C(C=C2N1C=CC=C2)O (pyrazolo[1,5-a]pyridin-2-ol), O=P(Cl)(Cl)Cl (POCl3), ice. Product: ClC1=NN2C(C=CC=C2)=C1 (2-chloropyrazolo[1,5-a]pyridine). Reaction SMILES: [N:1]1[N:5]2[CH:6]=[CH:7][CH:8]=[CH:9][C:4]2=[CH:3][C:2]=1O.O=P(Cl)(Cl)[Cl:13]>>[Cl:13][C:2]1[CH:3]=[C:4]2[CH:9]=[CH:8][CH:7]=[CH:6][N:5]2[N:1]=1. Reported procedure: A stirred solution of pyrazolo[1,5-a]pyridin-2-ol (27-1; 0.9 g, 0.0067 mol) in POCl3 (10 mL) was heated in a sealed tube at 145° C. for 6 h. The reaction mixture was cooled to room temperature, poured into ice cold water (20 mL) and extracted with dichloromethane (3×20 mL). The combined organic layers were washed with saturated sodium chloride, dried over sodium sulphate and concentrated under vacuum to afford the crude compound, which was purified by column chromatography to obtain the title co... Reactants: CS(=O)(=O)Cl, CC(C)n1nc(C(=O)NC2CC(CN)N(C(=O)OC(C)(C)C)C2)c2ccccc21. Product: CC(C)n1nc(C(=O)NC2CC(CNS(C)(=O)=O)N(C(=O)OC(C)(C)C)C2)c2ccccc21. Reaction SMILES: [CH3:30][S:31]([Cl:32])(=[O:33])=[O:34].[NH2:1][CH2:2][CH:3]1[N:4]([C:23](=[O:24])[O:25][C:26]([CH3:27])([CH3:28])[CH3:29])[CH2:5][CH:6]([NH:8][C:9](=[O:10])[c:11]2[n:12][n:13]([CH:20]([CH3:21])[CH3:22])[c:14]3[cH:15][cH:16][cH:17][cH:18][c:19]23)[CH2:7]1>>[NH:1]([CH2:2][CH:3]1[N:4]([C:23](=[O:24])[O:25][C:26]([CH3:27])([CH3:28])[CH3:29])[CH2:5][CH:6]([NH:8][C:9](=[O:10])[c:11]2[n:12][n:13]([CH:20]([CH3:21])[CH3:22])[c:14]3[cH:15][cH:16][cH:17][cH:18][c:19]23)[CH2:7]1)[S:31]([CH3:30])(=[O:33])=[O:34]. The reactants are FC1=CC=C(C=O)C=C1 (4-fluorobenzaldehyde), CNC (dimethylamine), [C-]#N.[Na+] (sodium cyanide), S(O)(O)(=O)=O (sulfuric acid). Solvent: O (water). Conditions: time 4 hour. Yields the product FC1=CC=C(C=C1)C(C#N)N(C)C (2-(4-fluorophenyl)-2-(N,N-dimethylamino)acetonitrile). Isolated yield 98.4%. As a reaction SMILES: [CH3:1][NH:2][CH3:3].S(=O)(=O)(O)O.[C-:9]#[N:10].[Na+].[F:12][C:13]1[CH:20]=[CH:19][C:16]([CH:17]=O)=[CH:15][CH:14]=1>O>[F:12][C:13]1[CH:20]=[CH:19][C:16]([CH:17]([N:2]([CH3:3])[CH3:1])[C:9]#[N:10])=[CH:15][CH:14]=1 |f:2.3|. Procedure details: Into a 1 l four-necked flask equipped with a thermometer, a stirrer and a dropping funnel, 144.5 g (1.6 mol) of a 50.7% dimethylamine aqueous solution and 118.5 g of water were charged, and 159.4 g (0.38 mol) of a 25% of sulfuric acid aqueous solution was dropwise added over a period of 15 minutes at a temperature of not higher than 20° C. with stirring. Then, 67.4 g (1.38 mol) of sodium cyanide was introduced. Then, 155.1 g (1.25 mol) of 4-fluorobenzaldehyde was dropwise added over a period of ... Reactants: CCOC(=O)C1=C(C)NC(C=O)=C(C(=O)OCC)C1c1ccccc1C(F)(F)F, CCCCCC, CCO, Cl, NO, [Na+], [Na+], O=C([O-])[O-], O. The product is CCOC(=O)C1=C(C)NC(C=NO)=C(C(=O)OCC)C1c1ccccc1C(F)(F)F. Reaction SMILES: [CH3:1][C:2]1=[C:7]([C:8](=[O:9])[O:10][CH2:11][CH3:12])[CH:6]([c:13]2[c:14]([C:19]([F:20])([F:21])[F:22])[cH:15][cH:16][cH:17][cH:18]2)[C:5]([C:23](=[O:24])[O:25][CH2:26][CH3:27])=[C:4]([CH:28]=[O:29])[NH:3]1.[CH3:39][CH2:40][CH2:41][CH2:42][CH2:43][CH3:44].[CH3:45][CH2:46][OH:47].[ClH:30].[NH2:31][OH:32].[Na+:33].[Na+:34].[O-:35][C:36](=[O:37])[O-:38].[OH2:48]>>[CH3:1][C:2]1=[C:7]([C:8](=[O:9])[O:10][CH2:11][CH3:12])[CH:6]([c:13]2[c:14]([C:19]([F:20])([F:21])[F:22])[cH:15][cH:16][cH:17][cH:18]2)[C:5]([C:23](=[O:24])[O:25][CH2:26][CH3:27])=[C:4]([CH:28]=[N:31][OH:32])[NH:3]1. Starting materials: C(CCCCCC)(=O)N(C)CC=1C=C(C=CC1)C1=CC=C(C=C1)C=C(C(=O)OC)CC(=O)OCC (methyl ethyl 2-{3′-[(heptanoylmethylamino)methyl]biphenyl-4-ylmethylene}succinate). Reagents/catalysts: [Pd] (palladium-on-charcoal). Solvent: C(C)(=O)OCC (ethyl acetate). Yields the product C(CCCCCC)(=O)N(C)CC=1C=C(C=CC1)C1=CC=C(C=C1)CC(C(=O)OC)CC(=O)OCC (Methyl ethyl 2-{3′-[(heptanoylmethylamino)-methyl]biphenyl-4-ylmethyl}succinate). Yield: 77.1%. As a reaction SMILES: [C:1]([N:9]([CH2:11][C:12]1[CH:13]=[C:14]([C:18]2[CH:23]=[CH:22][C:21]([CH:24]=[C:25]([CH2:30][C:31]([O:33][CH2:34][CH3:35])=[O:32])[C:26]([O:28][CH3:29])=[O:27])=[CH:20][CH:19]=2)[CH:15]=[CH:16][CH:17]=1)[CH3:10])(=[O:8])[CH2:2][CH2:3][CH2:4][CH2:5][CH2:6][CH3:7]>C(OCC)(=O)C.[Pd]>[C:1]([N:9]([CH2:11][C:12]1[CH:13]=[C:14]([C:18]2[CH:23]=[CH:22][C:21]([CH2:24][CH:25]([CH2:30][C:31]([O:33][CH2:34][CH3:35])=[O:32])[C:26]([O:28][CH3:29])=[O:27])=[CH:20][CH:19]=2)[CH:15]=[CH:16][CH:17]=1)[CH3:10])(=[O:8])[CH2:2][CH2:3][CH2:4][CH2:5][CH2:6][CH3:7]. Procedure: In a manner similar to that of Example 1(g), starting with 1.70 g (3.5 mmol) of methyl ethyl 2-{3′-[(heptanoylmethylamino)methyl]biphenyl-4-ylmethylene}succinate and 170 mg (10% by mass) of 10% palladium-on-charcoal in 20 ml of ethyl acetate, 1.30 g (77%) of the expected product are obtained.